This data is from the Open Reaction Database (ORD), a public repository of structured organic reaction records. The task is: describe an organic reaction: reactants, conditions, products, and yield The reactants are FC1=CC=C(C=C1)[N+](=O)[O-] (4-fluoronitrobenzene), ferric chloride, II (iodine), ClCl (chlorine). Yields the product ClC=1C=C(C=CC1F)[N+](=O)[O-] (3-chloro-4-fluoronitrobenzene). The yield is 99.0%. RXN SMILES: [F:1][C:2]1[CH:7]=[CH:6][C:5]([N+:8]([O-:10])=[O:9])=[CH:4][CH:3]=1.II.[Cl:13]Cl>>[Cl:13][C:3]1[CH:4]=[C:5]([N+:8]([O-:10])=[O:9])[CH:6]=[CH:7][C:2]=1[F:1]. Procedure: 141 G of 4-fluoronitrobenzene, 3.8 g of ferric chloride and 0.2 g of iodine were charged and then heated. At a temperature of 60° to 70° C., chlorine gas was blown into the liquid until the starting material could not be detected (over 12 hours) to complete the reaction. Subsequently, the reaction mixture was washed three times with 100 g each of warm water followed by liquid separation to obtain 174 g (yield: 99%) of 3-chloro-4-fluoronitrobenzene. Analytical value thereof by gas chromatography ... Reactants: [N+](=O)([O-])C1=CC=C(C=C1)S(=O)(=O)C1=C(C2C(CC2C1)(OC)OC)C(=O)OC(C1=CC=CC=C1)C1=CC=CC=C1 (3-(p-nitrophenylsulfonyl)-7,7-dimethoxybicyclo[3.2.0]hept-2-en-2-carboxylic acid, diphenylmethyl ester), Cl (hydrochloric acid). Solvent: C(Cl)Cl (methylene chloride), C(C)(=O)O (acetic acid). Reaction conditions: time 1 hour. The product is [N+](=O)([O-])C1=CC=C(C=C1)S(=O)(=O)C1=C(C2C(CC2C1)=O)C(=O)OC(C1=CC=CC=C1)C1=CC=CC=C1 (3 -(p-Nitrophenylsulfonyl)-7-oxobicyclo[3.2.0]hept-2-en-2-carboxylic Acid, Diphenylmethyl Ester). RXN SMILES: [N+:1]([C:4]1[CH:9]=[CH:8][C:7]([S:10]([C:13]2[CH2:19][CH:18]3[CH:15]([C:16](OC)([O:20]C)[CH2:17]3)[C:14]=2[C:24]([O:26][CH:27]([C:34]2[CH:39]=[CH:38][CH:37]=[CH:36][CH:35]=2)[C:28]2[CH:33]=[CH:32][CH:31]=[CH:30][CH:29]=2)=[O:25])(=[O:12])=[O:11])=[CH:6][CH:5]=1)([O-:3])=[O:2].Cl>C(Cl)Cl.C(O)(=O)C>[N+:1]([C:4]1[CH:5]=[CH:6][C:7]([S:10]([C:13]2[CH2:19][CH:18]3[CH:15]([C:16](=[O:20])[CH2:17]3)[C:14]=2[C:24]([O:26][CH:27]([C:34]2[CH:35]=[CH:36][CH:37]=[CH:38][CH:39]=2)[C:28]2[CH:29]=[CH:30][CH:31]=[CH:32][CH:33]=2)=[O:25])(=[O:12])=[O:11])=[CH:8][CH:9]=1)([O-:3])=[O:2]. Procedure: A solution of 200 mg of 3-(p-nitrophenylsulfonyl)-7,7-dimethoxybicyclo[3.2.0]hept-2-en-2-carboxylic acid, diphenylmethyl ester, in 5 mL of methylene chloride was diluted with 20 mL of acetic acid. Aqueous hydrochloric acid (4N, 3 mL) was added, the mixture was stirred for 1 hr at room temperature, and then evaporated to dryness at 25°. The residue was partitioned between methylene chloride and water and the organic layer was washed with brine, dried (Na2SO4), and evaporated. The residue was diss... The reactants are N1=CC=CC=C1 (pyridine), C(=O)(OC(C)(C)C)N[C@H](C)C(=O)O ((R)-N-BOC-alanine), 24b, N1=C(F)N=C(F)N=C1F (cyanuric fluoride). Run in C(Cl)Cl (CH2Cl2). Conditions: temperature -15 celsius, time 15 minute. Product: C(C)(C)(C)OC(N[C@H](C)C(=O)F)=O ((R)-(1-Fluorocarbonyl-ethyl)-carbamic Acid tert-butyl Ester). Reaction SMILES: [C:1]([NH:8][C@@H:9]([C:11]([OH:13])=O)[CH3:10])([O:3][C:4]([CH3:7])([CH3:6])[CH3:5])=[O:2].N1C(F)=NC(F)=NC=1[F:16].N1C=CC=CC=1>C(Cl)Cl>[C:4]([O:3][C:1](=[O:2])[NH:8][C@@H:9]([C:11]([F:16])=[O:13])[CH3:10])([CH3:7])([CH3:6])[CH3:5]. Reported procedure: To an oven-dried, septaed 10 mL round-bottom flask, cooled under an argon atmosphere, and charged with (R)-N-BOC-alanine, 24b, (189.2 mg, 1.00 nmmol) was added 2.5 mL freshly distilled CH2Cl2 under argon. The reaction was cooled to −15 C and to the flask was added cyanuric fluoride (450 μL, 5 mmol). The reaction was stirred at −15° C. for 15 minutes then anhydrous pyridine (81 μL, 1.0 mmol) was added. Stirring was maintained at −15° C. for 90 minutes, with reaction progress indicated by the grad... Reactants: phenyl ester, OC1C2C3=C(C1CC2)C=C(C=C3C(=O)OC3=CC=CC=C3)O (phenyl 3,6-dihydroxybenzonorbornene-4-carboxylate), C(C)(C)(CC)C1=C(OCCCN)C=CC(=C1)C(C)(C)CC (3-(2,4-di-t-pentylphenoxy)propylamine). The product is OC1C2C3=C(C1CC2)C=C(C=C3C(NCCCOC3=C(C=C(C=C3)C(C)(C)CC)C(C)(C)CC)=O)O (3,6-dihydroxy-4-[3-(2,4-di-t-pentylphenoxy)propylcarbamoyl]benzonorbornene). Reaction SMILES: [OH:1][CH:2]1[CH:6]2[CH2:7][CH2:8][CH:3]1[C:4]1[C:12]([C:13](OC3C=CC=CC=3)=[O:14])=[CH:11][C:10]([OH:22])=[CH:9][C:5]=12.[C:23]([C:28]1[CH:38]=[C:37]([C:39]([CH2:42][CH3:43])([CH3:41])[CH3:40])[CH:36]=[CH:35][C:29]=1[O:30][CH2:31][CH2:32][CH2:33][NH2:34])([CH2:26][CH3:27])([CH3:25])[CH3:24]>>[OH:1][CH:2]1[CH:6]2[CH2:7][CH2:8][CH:3]1[C:4]1[C:12]([C:13](=[O:14])[NH:34][CH2:33][CH2:32][CH2:31][O:30][C:29]3[CH:35]=[CH:36][C:37]([C:39]([CH2:42][CH3:43])([CH3:41])[CH3:40])=[CH:38][C:28]=3[C:23]([CH2:26][CH3:27])([CH3:24])[CH3:25])=[CH:11][C:10]([OH:22])=[CH:9][C:5]=12. Procedure: The phenyl ester (14.8 g) synthesized in (2) above was mixed with 3-(2,4-di-t-pentylphenoxy)propylamine (14.6 g), and the mixture was reacted at 140° C. under a reduced pressure of 20 mmHg for 4 hours. After cooling, the reaction product was crystallized from n-hexane to obtain 3,6-dihydroxy-4-[3-(2,4-di-t-pentylphenoxy)propylcarbamoyl]benzonorbornene. (Yield: 15.1 g (61.2 %), m.p.: 142° C.)